This data is from the Open Reaction Database (ORD), a public repository of structured organic reaction records. The task is: describe an organic reaction: reactants, conditions, products, and yield Starting materials: CN1CCCC1=O, CN(C)c1ccncc1, CCN(C(C)C)C(C)C, O=C=NCc1ccc(Cl)c(Cl)c1, [N-]=C=O, CCOC(=O)c1csc(N)n1. Yields the product CCOC(=O)c1csc(NC(=O)NCc2ccc(Cl)c(Cl)c2)n1. RXN SMILES: [CH3:36][N:37]1[CH2:38][CH2:39][CH2:40][C:41]1=[O:42].[CH3:43][N:44]([c:45]1[cH:46][cH:47][n:48][cH:49][cH:50]1)[CH3:51].[CH:12]([N:13]([CH2:14][CH3:15])[CH:16]([CH3:17])[CH3:18])([CH3:19])[CH3:20].[Cl:21][c:22]1[cH:23][c:24]([CH2:25][N:26]=[C:27]=[O:28])[cH:29][cH:30][c:31]1[Cl:32].[N-:33]=[C:34]=[O:35].[NH2:1][c:2]1[s:3][cH:4][c:5]([C:7](=[O:8])[O:9][CH2:10][CH3:11])[n:6]1>>[NH:1]([c:2]1[s:3][cH:4][c:5]([C:7](=[O:8])[O:9][CH2:10][CH3:11])[n:6]1)[C:27]([NH:26][CH2:25][c:24]1[cH:23][c:22]([Cl:21])[c:31]([Cl:32])[cH:30][cH:29]1)=[O:28]. Starting materials: NN1C(=NN=C(C1=O)C(C)(C)C)SC (4-amino-6-tert.-butyl-3-methylthio-1,2,4-triazin-5-one), O.C(C=O)(=O)O (glyoxylic acid monohydrate). Run in C(C)(=O)OCC (ethyl acetate). Run at time 3 hour. Yields the product CSC1=NN=C(C(N1NC(C(=O)O)O)=O)C(C)(C)C (N-(3-methylthio-6-tert.-butyl-1,2,4-triazin-5-on-4-yl)- α-hydroxy-glycine). Isolated yield 87.4%. RXN SMILES: [NH2:1][N:2]1[C:7](=[O:8])[C:6]([C:9]([CH3:12])([CH3:11])[CH3:10])=[N:5][N:4]=[C:3]1[S:13][CH3:14].O.[C:16]([OH:20])(=[O:19])[CH:17]=[O:18]>C(OCC)(=O)C>[CH3:14][S:13][C:3]1[N:2]([NH:1][CH:17]([OH:18])[C:16]([OH:20])=[O:19])[C:7](=[O:8])[C:6]([C:9]([CH3:11])([CH3:10])[CH3:12])=[N:5][N:4]=1 |f:1.2|. Reported procedure: 21.4 g (0.1 mol) of 4-amino-6-tert.-butyl-3-methylthio-1,2,4-triazin-5-one and 10.1 g (0.11 mol) of glyoxylic acid monohydrate were stirred in 250 ml of ethyl acetate for 12 hours at room temperature, whereby a clear solution was produced. The mixture was then left to stand; after about 3 hours, the product began to crystallize out. It was filtered off and the filtrate was concentrated, whereupon further material crystallized out. The combined filter residues were washed with ether and dried. 25... Reactants: NC1=CC=C(C(=O)N2C3=C(CC4=C(C2)C=CC=C4)C=CC=C3)C=C1 (5-(4-amino-benzoyl)-6,11-dihydro-5H-dibenz[b,e]azepine), ClC1=C(C(=O)Cl)C(=CC=C1)Cl (2,6-dichlorobenzoyl chloride), C(C)(C)N(C(C)C)CC (N,N-diisopropylethylamine). The solvent is C=1(C(=CC=CC1)C)C (xylene), C=1(C(=CC=CC1)C)C (xylene). Run at temperature 110 celsius. Yields the product C1=CC=CC=2N(CC3=C(CC21)C=CC=C3)C(=O)C3=CC=C(C=C3)NC(C3=C(C=CC=C3Cl)Cl)=O (N-[4-[(6,11-Dihydro-5H-dibenz[b,e]azepin-5-yl)-carbonyl]phenyl]-2,6-dichlorobenzamide). The yield is 76.0%. As a reaction SMILES: [Cl:1][C:2]1[CH:10]=[CH:9][CH:8]=[C:7]([Cl:11])[C:3]=1[C:4](Cl)=[O:5].C(N(CC)C(C)C)(C)C.[NH2:21][C:22]1[CH:44]=[CH:43][C:25]([C:26]([N:28]2[CH2:34][C:33]3[CH:35]=[CH:36][CH:37]=[CH:38][C:32]=3[CH2:31][C:30]3[CH:39]=[CH:40][CH:41]=[CH:42][C:29]2=3)=[O:27])=[CH:24][CH:23]=1>C1(C)C(C)=CC=CC=1>[CH:39]1[C:30]2[CH2:31][C:32]3[CH:38]=[CH:37][CH:36]=[CH:35][C:33]=3[CH2:34][N:28]([C:26]([C:25]3[CH:24]=[CH:23][C:22]([NH:21][C:4](=[O:5])[C:3]4[C:2]([Cl:1])=[CH:10][CH:9]=[CH:8][C:7]=4[Cl:11])=[CH:44][CH:43]=3)=[O:27])[C:29]=2[CH:42]=[CH:41][CH:40]=1. Procedure: A mixture of 335 mg of 2,6-dichlorobenzoyl chloride and 258 mg of N,N-diisopropylethylamine is stirred in 2 ml of xylene while 314 mg of 5-(4-amino-benzoyl)-6,11-dihydro-5H-dibenz[b,e]azepine is added. The reactants are refluxed in an oil bath at 110° C. for 18 hours. The xylene is eyaporated in vacuo to a residue which is partitioned between methylene chloride and water. The organic layer is separated, washed with 1N HCl, 1M NaHCO3, and brine. The organic layer is dried with Na2SO4 and passed t... Starting materials: NC1=C(C=CC(=C1)N)C (2,4-diaminotoluene), C(N)(OCCCCCCCC)=O (octyl carbamate), C[O-].[Na+] (sodium methanolate). Run in C(CCCCCCC)O (octanol). Isolated yield 81.7%. As a reaction SMILES: [NH2:1][C:2]1[CH:7]=[C:6]([NH2:8])[CH:5]=[CH:4][C:3]=1[CH3:9].[C:10](=[O:21])([O:12][CH2:13][CH2:14][CH2:15][CH2:16][CH2:17][CH2:18][CH2:19][CH3:20])N.[CH3:22][O-:23].[Na+]>C(O)CCCCCCC>[CH2:13]([O:12][C:10]([NH:1][C:2]1[CH:7]=[C:6]([NH:8][C:22]([O:12][CH2:13][CH2:14][CH2:15][CH2:16][CH2:17][CH2:18][CH2:19][CH3:20])=[O:23])[CH:5]=[CH:4][C:3]=1[CH3:9])=[O:21])[CH2:14][CH2:15][CH2:16][CH2:17][CH2:18][CH2:19][CH3:20] |f:2.3|. Product: C(CCCCCCC)OC(=O)NC1=C(C=CC(=C1)NC(=O)OCCCCCCCC)C (2,4-bis(octoxycarbonylamino)toluene). Procedure details: In a reaction vessel, 61 parts of 2,4-diaminotoluene with 432 parts of octyl carbamate and 1.5 parts of sodium methanolate in 1950 parts of octanol are heated to the boiling point (195° C.). After 23 hours, the mixture is allowed to cool and excess octanol and excess octyl carbamate is removed by distillation to a sump temperature of 180° C. Using high pressure liquid chromatography, the residue is analyzed using the external standard method. It is determined that 57 percent of the 2,4-diaminoto... Run at time 23 hour. The reactants are S(=O)(=O)([O-])S(=O)[O-].[Na+].[Na+] (Sodium metabisulfite), BrBr (bromine), Cl (hydrochloric acid), C(C)OC(=O)C1(CC1)C1=CC=C(C=C1)C1=CC=C(C=C1)C(C)=O (1-(4′-acetylbiphenyl-4-yl)cyclopropanecarboxylic acid ethyl ester), BrBr (bromine), [OH-].[Na+] (sodium hydroxide). Run in O (water), O1CCOCC1 (dioxane), O (water). Run at time 30 minute. The product is C(C)OC(=O)C1(CC1)C1=CC=C(C=C1)C1=CC=C(C=C1)C(=O)O (4′-(1-(ethoxycarbonyl)cyclopropyl)biphenyl-4-carboxylic acid). As a reaction SMILES: [CH2:1]([O:3][C:4]([C:6]1([C:9]2[CH:14]=[CH:13][C:12]([C:15]3[CH:20]=[CH:19][C:18]([C:21](=[O:23])C)=[CH:17][CH:16]=3)=[CH:11][CH:10]=2)[CH2:8][CH2:7]1)=[O:5])[CH3:2].BrBr.[OH-].[Na+].Cl.S(S([O-])=O)([O-])(=O)=[O:30].[Na+].[Na+]>O1CCOCC1.O>[CH2:1]([O:3][C:4]([C:6]1([C:9]2[CH:14]=[CH:13][C:12]([C:15]3[CH:20]=[CH:19][C:18]([C:21]([OH:23])=[O:30])=[CH:17][CH:16]=3)=[CH:11][CH:10]=2)[CH2:8][CH2:7]1)=[O:5])[CH3:2] |f:2.3,5.6.7|. Reported procedure: To 1-(4′-acetylbiphenyl-4-yl)cyclopropanecarboxylic acid ethyl ester (10.1 g, 33 mmol) in dioxane (200 mL) at ˜10° C. was added a solution of bromine (26.4 g, 165 mmol), sodium hydroxide (22.4 g, 561 mmol) in water (150 mL). The solution was stirred at room temperature for 30 minutes, poured into water (500 mL) and acidified with dilute hydrochloric acid. Sodium metabisulfite was added until the brown bromine color dissipated. The product was filtered and dried in a vacuum over overnight at 40° ...